Dataset: the Open Reaction Database (ORD), a public repository of structured organic reaction records. Task: describe an organic reaction: reactants, conditions, products, and yield Reactants: C(C)(C)(C)O[C@H](C(=O)OC)C1=C(C2=C(N=C(S2)C2=NC(=NC=C2)Cl)C=C1C)C1=CC=C(C=C1)Cl ((S)-Methyl 2-tert-butoxy-2-(7-(4-chlorophenyl)-2-(2-chloropyrimidin-4-yl)-5-methylbenzo[d]thiazol-6-yl)acetate), O1CCOCC1 (dioxane), O (H2O), [OH-].[Na+] (NaOH), C(C)O (Ethanol). Conditions: temperature 90 celsius. The product is C(C)(C)(C)O[C@H](C(=O)O)C1=C(C2=C(N=C(S2)C2=NC(=NC=C2)N2CCN(CC2)CC)C=C1C)C1=CC=C(C=C1)Cl ((S)-2-tert-butoxy-2-(7-(4-chlorophenyl)-2-(2-(4-ethylpiperazin-1-yl)pyrimidin-4-yl)-5-methylbenzo[d]thiazol-6-yl)acetic acid). Reaction SMILES: [C:1]([O:5][C@@H:6]([C:11]1[C:26]([CH3:27])=[CH:25][C:14]2[N:15]=[C:16]([C:18]3[CH:23]=[CH:22][N:21]=[C:20](Cl)[N:19]=3)[S:17][C:13]=2[C:12]=1[C:28]1[CH:33]=[CH:32][C:31]([Cl:34])=[CH:30][CH:29]=1)[C:7]([O:9]C)=[O:8])([CH3:4])([CH3:3])[CH3:2].O1[CH2:40][CH2:39]OCC1.O.[OH-].[Na+].[CH2:44](O)[CH3:45]>>[C:1]([O:5][C@@H:6]([C:11]1[C:26]([CH3:27])=[CH:25][C:14]2[N:15]=[C:16]([C:18]3[CH:23]=[CH:22][N:21]=[C:20]([N:15]4[CH2:45][CH2:44][N:19]([CH2:39][CH3:40])[CH2:18][CH2:16]4)[N:19]=3)[S:17][C:13]=2[C:12]=1[C:28]1[CH:29]=[CH:30][C:31]([Cl:34])=[CH:32][CH:33]=1)[C:7]([OH:9])=[O:8])([CH3:4])([CH3:2])[CH3:3] |f:3.4|. Procedure details: (S)-Methyl 2-tert-butoxy-2-(7-(4-chlorophenyl)-2-(2-chloropyrimidin-4-yl)-5-methylbenzo[d]thiazol-6-yl)acetate (10 mg), dioxane (500 μL), and H2O (200 μL) were added. The reaction was heated to 90° C. for 1 h. Ethanol (absolute, 500 μL) and 5 M aq NaOH (500 μL) were added and the reaction was heated to 90° C. for 30 min. The reaction was cooled to 23° C. and directly purified by reverse phase HPLC (5-100% ACN/H2O+0.1% TFA) giving the title compound. 1H NMR (400 MHz, CD3OD) δ 8.62 (d, J=5.0 Hz, 1... The reactants are OC1=C(C=CC=C1OC1OCCCC1)[N+](=O)[O-] (2-hydroxy-3-(tetrahydropyran-2-yloxy)-nitrobenzene), C([O-])([O-])=O.[K+].[K+] (potassium carbonate), BrCC(=O)OCC (ethyl bromoacetate). Run in C(C)C(=O)C (methyl ethyl ketone). Yields the product C(C)OC(=O)COC1=C(C=CC=C1OC1OCCCC1)[N+](=O)[O-] (2-ethoxycarbonylmethoxy-3-(tetrahydropyran-2-yloxy)-nitrobenzene). Reaction SMILES: [OH:1][C:2]1[C:7]([O:8][CH:9]2[CH2:14][CH2:13][CH2:12][CH2:11][O:10]2)=[CH:6][CH:5]=[CH:4][C:3]=1[N+:15]([O-:17])=[O:16].C(=O)([O-])[O-].[K+].[K+].Br[CH2:25][C:26]([O:28][CH2:29][CH3:30])=[O:27]>C(C(C)=O)C>[CH2:29]([O:28][C:26]([CH2:25][O:1][C:2]1[C:7]([O:8][CH:9]2[CH2:14][CH2:13][CH2:12][CH2:11][O:10]2)=[CH:6][CH:5]=[CH:4][C:3]=1[N+:15]([O-:17])=[O:16])=[O:27])[CH3:30] |f:1.2.3|. Procedure: A mixture of 38.4 g of 2-hydroxy-3-(tetrahydropyran-2-yloxy)-nitrobenzene, 22.2 g of potassium carbonate and 27.0 g of ethyl bromoacetate in 400 ml of methyl ethyl ketone is heated to the reflux temperature for 16 hours, whilst stirring, and then filtered; the filter residue is rinsed with 100 ml of methyl ethyl ketone. The combined filtrates are evaporated under reduced pressure. The residual yellowish oil is taken up in 400 ml of diethyl ether, the solution is clarified by filtration, with the... Starting materials: C(C)OC(C1=CC=C(C=C1)NC=1C=C(C2=C(C(CO2)(C)C)C1)C(C)C)=O (4-[(3,3-dimethyl-7-isopropyl-2,3-dihydro-benzofuran-5-yl)-amino]-benzoic acid ethyl ester), IC (iodomethane), C(C)OC(C1=CC=C(C=C1)NC=1C=C(C2=C(C(CO2)(C)C)C1)C(C)C)=O (4-[(3,3-dimethyl-7-isopropyl-2,3-dihydro-benzofuran-5-yl)-amino]-benzoic acid ethyl ester), C([O-])([O-])=O.[K+].[K+] (potassium carbonate). The solvent is CN(C(C)=O)C (N,N-dimethylacetamide). The product is C(C)OC(C1=CC=C(C=C1)N(C=1C=C(C2=C(C(CO2)(C)C)C1)C(C)C)C)=O (4-[Methyl-(3,3-dimethyl-7-isopropyl-2,3-dihydro-benzofuran-5-yl)-amino]-benzoic acid ethyl ester). Isolated yield 66.4%. Reaction SMILES: [CH2:1]([O:3][C:4](=[O:26])[C:5]1[CH:10]=[CH:9][C:8]([NH:11][C:12]2[CH:13]=[C:14]([CH:23]([CH3:25])[CH3:24])[C:15]3[O:19][CH2:18][C:17]([CH3:21])([CH3:20])[C:16]=3[CH:22]=2)=[CH:7][CH:6]=1)[CH3:2].[C:27](=O)([O-])[O-].[K+].[K+].IC>CN(C)C(=O)C>[CH2:1]([O:3][C:4](=[O:26])[C:5]1[CH:6]=[CH:7][C:8]([N:11]([CH3:27])[C:12]2[CH:13]=[C:14]([CH:23]([CH3:25])[CH3:24])[C:15]3[O:19][CH2:18][C:17]([CH3:21])([CH3:20])[C:16]=3[CH:22]=2)=[CH:9][CH:10]=1)[CH3:2] |f:1.2.3|. Procedure details: Following general procedure F and using 4-[(3,3-dimethyl-7-isopropyl-2,3-dihydro-benzofuran-5-yl)-amino]-benzoic acid ethyl ester (Compound 17, 0.043 g, 0.127 mmol), potassium carbonate (0.139 g, 1 mmol) and iodomethane (0.144 g, 1 mmol) in 1 mL of anhydrous N,N-dimethylacetamide, the title compound (0.031 g, 70%) was obtained as a pale yellow oil. 1H NMR (300 MHz, CDCl3): δ 7.78 (d, 2H, J=9.0 Hz), 6.77 (d, 1H, J=2.1 Hz), 6.70 (d, 1H, J=2.1 Hz), 6.55 (d, 2H, J=9.0 Hz), 4.24 (q, 2H, J=7.1 Hz), 4.... The reactants are [Al+3], CC(C)[O-], CC(C)[O-], CC(C)[O-], CC(C)c1cccc(C(C)CC=O)c1, CC(C)O. Yields the product CC(C)c1cccc(C(C)CCO)c1. As a reaction SMILES: [Al+3:5].[CH3:10][CH:11]([CH3:12])[O-:13].[CH3:1][CH:2]([CH3:3])[O-:4].[CH3:6][CH:7]([CH3:8])[O-:9].[CH:14]([CH3:15])([CH3:16])[c:17]1[cH:18][c:19]([CH:23]([CH2:24][CH:25]=[O:26])[CH3:27])[cH:20][cH:21][cH:22]1.[CH:28]([OH:29])([CH3:30])[CH3:31]>>[CH:14]([CH3:15])([CH3:16])[c:17]1[cH:18][c:19]([CH:23]([CH2:24][CH2:25][OH:26])[CH3:27])[cH:20][cH:21][cH:22]1. Reactants: CC(=O)OC(C)=O, ClC(Cl)Cl, O=c1[nH][nH]c(=O)n1-c1ccccc1. The product is CC(=O)n1[nH]c(=O)n(-c2ccccc2)c1=O. Reaction SMILES: [CH3:14][C:15](=[O:16])[O:17][C:18](=[O:19])[CH3:20].[CH:21]([Cl:22])([Cl:23])[Cl:24].[c:1]1(-[n:7]2[c:8](=[O:13])[nH:9][nH:10][c:11]2=[O:12])[cH:2][cH:3][cH:4][cH:5][cH:6]1>>[c:1]1(-[n:7]2[c:8](=[O:13])[nH:9][n:10]([C:15]([CH3:14])=[O:16])[c:11]2=[O:12])[cH:2][cH:3][cH:4][cH:5][cH:6]1.